This data is from the Open Reaction Database (ORD), a public repository of structured organic reaction records. The task is: describe an organic reaction: reactants, conditions, products, and yield Reactants: O (water), [OH-].[Li+] (lithium hydroxide), C(C)(C)N1CCC(CC1)C(=O)OCC (Ethyl 1-isopropylpiperidine-4-carboxylate). Solvent: O1CCCC1 (tetrahydrofuran). Conditions: time 8 hour. Yields the product C(C)(C)N1CCC(CC1)C(=O)[O-].[Li+] (Lithium 1-isopropylpiperidine-4-carboxylate). The yield is 100.0%. RXN SMILES: [CH:1]([N:4]1[CH2:9][CH2:8][CH:7]([C:10]([O:12]CC)=[O:11])[CH2:6][CH2:5]1)([CH3:3])[CH3:2].O.[OH-].[Li+:17]>O1CCCC1>[CH:1]([N:4]1[CH2:5][CH2:6][CH:7]([C:10]([O-:12])=[O:11])[CH2:8][CH2:9]1)([CH3:3])[CH3:2].[Li+:17] |f:2.3,5.6|. Procedure: Ethyl 1-isopropylpiperidine-4-carboxylate (Farmaco., 1993, Vol. 48, p. 1439) (3.43 g) was dissolved in tetrahydrofuran (60 ml), and water (15 ml) and lithium hydroxide (421 mg) were added at room temperature to stir the mixture overnight. The reaction mixture was concentrated under reduced pressure to obtain the title compound (3.05 g) as a white solid. The reactants are C(#N)C1=CC=C(C=C1)NC(=O)N1C(C(C(C1)CC(C)(C)C)(C#N)C1=C(C=C(C=C1)Cl)F)C1=C(C(=CC=C1)Cl)F (rac-(2S,3S,4S)-2-(3-chloro-2-fluoro-phenyl)-3-(4-chloro-2-fluoro-phenyl)-3-cyano-4-(2,2-dimethyl-propyl)-pyrrolidine-1-carboxylic acid (4-cyano-phenyl)-amide), C(=O)([O-])[O-].[K+].[K+] (K2CO3), OO (H2O2). The solvent is CCOC(=O)C (EtOAc), CS(=O)C (DMSO). Reaction conditions: time 8 hour. Yields the product C(N)(=O)C1=CC=C(C=C1)NC(=O)N1C(C(C(C1)CC(C)(C)C)(C#N)C1=C(C=C(C=C1)Cl)F)C1=C(C(=CC=C1)Cl)F (rac-(2S,3S,4S)-2-(3-chloro-2-fluoro-phenyl)-3-(4-chloro-2-fluoro-phenyl)-3-cyano-4-(2,2-dimethyl-propyl)-pyrrolidine-1-carboxylic acid (4-carbamoyl-phenyl)-amide). Isolated yield 95.5%. As a reaction SMILES: [C:1]([C:3]1[CH:8]=[CH:7][C:6]([NH:9][C:10]([N:12]2[CH2:16][CH:15]([CH2:17][C:18]([CH3:21])([CH3:20])[CH3:19])[C:14]([C:24]3[CH:29]=[CH:28][C:27]([Cl:30])=[CH:26][C:25]=3[F:31])([C:22]#[N:23])[CH:13]2[C:32]2[CH:37]=[CH:36][CH:35]=[C:34]([Cl:38])[C:33]=2[F:39])=[O:11])=[CH:5][CH:4]=1)#[N:2].C([O-])([O-])=[O:41].[K+].[K+].OO>CS(C)=O.CCOC(C)=O>[C:1]([C:3]1[CH:4]=[CH:5][C:6]([NH:9][C:10]([N:12]2[CH2:16][CH:15]([CH2:17][C:18]([CH3:21])([CH3:20])[CH3:19])[C:14]([C:24]3[CH:29]=[CH:28][C:27]([Cl:30])=[CH:26][C:25]=3[F:31])([C:22]#[N:23])[CH:13]2[C:32]2[CH:37]=[CH:36][CH:35]=[C:34]([Cl:38])[C:33]=2[F:39])=[O:11])=[CH:7][CH:8]=1)(=[O:41])[NH2:2] |f:1.2.3|. Procedure details: To the mixture of rac-(2S,3S,4S)-2-(3-chloro-2-fluoro-phenyl)-3-(4-chloro-2-fluoro-phenyl)-3-cyano-4-(2,2-dimethyl-propyl)-pyrrolidine-1-carboxylic acid (4-cyano-phenyl)-amide (56.8 mg, 0.10 mmol) and K2CO3 (excess) in DMSO (2 mL) was added 30% H2O2 (1.0 mL, excess) and the reaction mixture was stirred at rt overnight. The reaction mixture was then diluted with EtOAc washed with sat NH4Cl, water and brine. The solvent was removed and the crude product was triturated with EtOAc and the solid was ... The reactants are CC(C(=O)O)(CCC\C=C(/C=1SC=CC1)\C=1C=NC=CC1)C ((Z)-2,2-dimethyl-7-(3-pyridyl)-7-(2-thienyl)-6-heptenoic acid). Solvent: P(O)(O)(O)=O (phosphoric acid). Product: CC(C(=O)O)(CCC\C=C(\C=1SC=CC1)/C=1C=NC=CC1)C ((E)-2,2-dimethyl-7-(3-pyridyl)-7-(2-thienyl)-6-heptenoic acid). Isolated yield 48.0%. RXN SMILES: [CH3:1][C:2]([CH3:22])([CH2:6][CH2:7][CH2:8]/[CH:9]=[C:10](/[C:16]1[CH:17]=[N:18][CH:19]=[CH:20][CH:21]=1)\[C:11]1[S:12][CH:13]=[CH:14][CH:15]=1)[C:3]([OH:5])=[O:4]>P(=O)(O)(O)O>[CH3:1][C:2]([CH3:22])([CH2:6][CH2:7][CH2:8]/[CH:9]=[C:10](\[C:16]1[CH:17]=[N:18][CH:19]=[CH:20][CH:21]=1)/[C:11]1[S:12][CH:13]=[CH:14][CH:15]=1)[C:3]([OH:5])=[O:4]. Reported procedure: (Z)-2,2-dimethyl-7-(3-pyridyl)-7-(2-thienyl)-6-heptenoic acid (1.0 g) was heated in 50% aqueous phosphoric acid (20 ml) at 100° C. for 20 hours, and the product was separated and extracted in the conventional manner. High performance liquid chromatography of this crude product revealed that its E isomer/Z isomer ratio was E/Z=56:23. The crude product was separated in the same manner as Example 2 to give (E)-2,2-dimethyl-7-(3-pyridyl)-7-(2-thienyl)-6-heptenoic acid (0.48 g). Reactants: solution, C(#C)[Mg]Br (ethynylmagnesium bromide), C1CCOC1 (THF), C(C)OC1=CC2=CC[C@H]3[C@@H]4C=CC([C@@]4(CC)CC[C@@H]3[C@H]2CC1)=O (3-ethoxy-18-methyl-estra-3,5,15-trien-17-one), Cl (hydrochloric acid). Run in CC1CCCO1 (2-MeTHF), CCO (EtOH). Run at time 2 hour. Yields the product C(#C)[C@]1([C@]2(CC)[C@@H](C=C1)[C@@H]1CCC3=CC(CC[C@@H]3[C@H]1CC2)=O)O (17α-ethynyl-17β-hydroxy-18-methyl-estra-4,15-dien-3-one). The yield is 75.0%. Reaction SMILES: [C:1]([Mg]Br)#[CH:2].[CH2:5]1COC[CH2:6]1.C([O:12][C:13]1[CH2:31][CH2:30][C@H:29]2[C:15](=[CH:16][CH2:17][C@@H:18]3[C@@H:28]2[CH2:27]C[C@@:23]2([CH2:24]C)[C@H:19]3[CH:20]=[CH:21][C:22]2=[O:32])[CH:14]=1)C.Cl>CC1OCCC1.CCO>[C:23]([C@:22]1([OH:32])[CH:21]=[CH:20][C@H:19]2[C@H:18]3[C@H:28]([CH2:27][CH2:1][C@:2]12[CH2:5][CH3:6])[C@@H:29]1[C:15](=[CH:14][C:13](=[O:12])[CH2:31][CH2:30]1)[CH2:16][CH2:17]3)#[CH:24]. Reported procedure: A 0.5 M solution of ethynylmagnesium bromide in THF (200 ml, 100 mmol) was added under a nitrogen atmosphere to a solution of 3-ethoxy-18-methyl-estra-3,5,15-trien-17-one (20 g, 64.1 mmol) in 2-MeTHF (40 ml) without exceeding 25° C. The mixture was stirred at room temperature for 2 h, cooled to 7° C. and EtOH (10 ml) was added. The mixture was stirred for 10 min, 3N aqueous hydrochloric acid solution was then added, and the mixture was stirred at a temperature below 10° C. for 2 h. The organic l... Reaction SMILES: [Br:1][CH:2]([C:3](=[O:4])[c:5]1[cH:6][cH:7][c:8]([O:11][c:12]2[cH:13][cH:14][c:15]([C:18]([C:19]([CH3:20])([CH3:21])[OH:22])=[O:23])[cH:16][cH:17]2)[cH:9][cH:10]1)[CH2:24][CH3:25].[CH2:29]1[O:30][CH2:31][CH2:32][CH2:33]1.[CH3:26][NH:27][CH3:28].[CH3:34][CH2:35][O:36][CH2:37][CH3:38]>>[CH:2]([C:3](=[O:4])[c:5]1[cH:6][cH:7][c:8]([O:11][c:12]2[cH:13][cH:14][c:15]([C:18]([C:19]([CH3:20])([CH3:21])[OH:22])=[O:23])[cH:16][cH:17]2)[cH:9][cH:10]1)([CH2:24][CH3:25])[N:27]([CH3:26])[CH3:28]. Reactants: CCC(Br)C(=O)c1ccc(Oc2ccc(C(=O)C(C)(C)O)cc2)cc1, C1CCOC1, CNC, CCOCC. Yields the product CCC(C(=O)c1ccc(Oc2ccc(C(=O)C(C)(C)O)cc2)cc1)N(C)C. The reactants are Br.BrCCNC ((2-bromoethyl)methylamine hydrobromic acid salt), FC1=CC=C(C=C1)S (4-fluorobenzenethiol), CC(C)([O-])C.[K+] (potassium t-butoxide). Solvent: C(C)#N (acetonitrile). Yields the product FC1=CC=C(C=C1)SCCNC (2-(4-Fluorophenylsulfanyl)ethyl methylamine). The yield is 61.6%. RXN SMILES: Br.Br[CH2:3][CH2:4][NH:5][CH3:6].[F:7][C:8]1[CH:13]=[CH:12][C:11]([SH:14])=[CH:10][CH:9]=1.CC(C)([O-])C.[K+]>C(#N)C>[F:7][C:8]1[CH:13]=[CH:12][C:11]([S:14][CH2:3][CH2:4][NH:5][CH3:6])=[CH:10][CH:9]=1 |f:0.1,3.4|. Reported procedure: Reflux a mixture of (2-bromoethyl)methylamine hydrobromic acid salt (500 mg, 2.28 mmol), 4-fluorobenzenethiol (0.243 mL, 2.28 mmol), and potassium t-butoxide (512 mg, 4.56 mmol) in acetonitrile (10 mL) for 17 hours. Remove the solvent under vacuum and dissolve the residue in ether and 5 N sodium hydroxide solution. Extract the organic layer with 1 N hydrochloric acid solution. Neutralize the acidic aqueous layer with 5 N sodium hydroxide solution and extract twice with ether. Dry the combined et... Starting materials: C(CC)(=O)OC1=C(C(=C(C(=C1)Cl)OC1=CC=C(C=C1)N)Cl)CC (Ethyl(3,5-dichloro-4-[4-aminophenoxy]phenyl) propionate), C(C(C)C)(=O)Cl (isobutyryl chloride). Yields the product C(CC)(=O)OC1=C(C(=C(C(=C1)Cl)OC1=CC=C(C=C1)NC(C(C)C)=O)Cl)CC (ethyl(3,5-dichloro-4-[4-isobutyr-amidophenoxy]phenyl) propionate). The yield is 83.5%. Reaction SMILES: [C:1]([O:5][C:6]1[CH:11]=[C:10]([Cl:12])[C:9]([O:13][C:14]2[CH:19]=[CH:18][C:17]([NH2:20])=[CH:16][CH:15]=2)=[C:8]([Cl:21])[C:7]=1[CH2:22][CH3:23])(=[O:4])[CH2:2][CH3:3].[C:24](Cl)(=[O:28])[CH:25]([CH3:27])[CH3:26]>>[C:1]([O:5][C:6]1[CH:11]=[C:10]([Cl:12])[C:9]([O:13][C:14]2[CH:19]=[CH:18][C:17]([NH:20][C:24](=[O:28])[CH:25]([CH3:27])[CH3:26])=[CH:16][CH:15]=2)=[C:8]([Cl:21])[C:7]=1[CH2:22][CH3:23])(=[O:4])[CH2:2][CH3:3]. Procedure details: Ethyl(3,5-dichloro-4-[4-aminophenoxy]phenyl) propionate (80 mg) was coupled with isobutyryl chloride (30 mg), using the method described in Example 1(h). After recrystallization (ethyl acetate/petrolium ether), 80 mg of ethyl(3,5-dichloro-4-[4-isobutyr-amidophenoxy]phenyl) propionate was obtained, which was hydrolysed using the method described in Example 1(i). This gave 50 mg of 3,5-dichloro-4-(4-isobutyramidophenoxy)-phenylpropionic acid, m/z 382. Starting materials: CS(=O)(=O)c1nccc(-n2cnc3ccccc32)n1, NCC1CCCCN1, O. Yields the product c1ccc2c(c1)ncn2-c1ccnc(NCC2CCCCN2)n1. As a reaction SMILES: [CH3:1][S:2](=[O:3])(=[O:4])[c:5]1[n:6][cH:7][cH:8][c:9](-[n:11]2[cH:12][n:13][c:14]3[c:15]2[cH:16][cH:17][cH:18][cH:19]3)[n:10]1.[NH2:20][CH2:21][CH:22]1[NH:23][CH2:24][CH2:25][CH2:26][CH2:27]1.[OH2:28]>>[c:5]1([NH:20][CH2:21][CH:22]2[NH:23][CH2:24][CH2:25][CH2:26][CH2:27]2)[n:6][cH:7][cH:8][c:9](-[n:11]2[cH:12][n:13][c:14]3[c:15]2[cH:16][cH:17][cH:18][cH:19]3)[n:10]1.